Dataset: the Open Reaction Database (ORD), a public repository of structured organic reaction records. Task: describe an organic reaction: reactants, conditions, products, and yield Starting materials: CCOCC, CN(C)C, Cc1ccnc(Cl)n1, N#C[Na]. Yields the product Cc1ccnc(C#N)n1. As a reaction SMILES: [CH2:12]([O:13][CH2:14][CH3:15])[CH3:16].[CH3:17][N:18]([CH3:19])[CH3:20].[Cl:1][c:2]1[n:3][cH:4][cH:5][c:6]([CH3:8])[n:7]1.[Na:9][C:10]#[N:11]>>[c:2]1([C:10]#[N:11])[n:3][cH:4][cH:5][c:6]([CH3:8])[n:7]1. The reactants are Cl.NCCC(=O)OC (methyl β-alaninate hydrochloride), S1C(=CC=C1)C=O (thiophene carboxaldehyde), [BH3-]C#N.[Na+] (NaCNBH3), KHCO3. Solvent: CO (MeOH). Conditions: time 1 hour. The product is S1C(=CC=C1)CNCCC(=O)OC (Methyl 3-[(2-thienylmethyl)amino]propanoate). Isolated yield 30.1%. As a reaction SMILES: Cl.[NH2:2][CH2:3][CH2:4][C:5]([O:7][CH3:8])=[O:6].[S:9]1[CH:13]=[CH:12][CH:11]=[C:10]1[CH:14]=O.[BH3-]C#N.[Na+]>CO>[S:9]1[CH:13]=[CH:12][CH:11]=[C:10]1[CH2:14][NH:2][CH2:3][CH2:4][C:5]([O:7][CH3:8])=[O:6] |f:0.1,3.4|. Procedure details: To a stirring 25 mL MeOH solution of 1.40 g (10 mmol) of methyl β-alaninate hydrochloride and 1.34 g (12 mmol) of thiophene carboxaldehyde was added 1.26 g (20 mmol) of NaCNBH3. After 1 hour, 25 mL of saturated KHCO3 was added to the reaction. The reaction mixture was then filtered, and the resulting filtrate was extracted with 50 mL of DCM. The organic layer was treated as described above in Example 7, and the residue was chromatographed to yield 0.60 g (30%) of product. Analysis calculated for... The reactants are NC1=NC=2C=C(C=CC2C2=C1N=C(N2CC(C)(C)O)COCC)O (4-Amino-2-ethoxymethyl-1-(2-hydroxy-2-methylpropyl)-1H-imidazo[4,5-c]quinolin-7-ol), C([O-])([O-])=O.[K+].[K+] (potassium carbonate), C([O-])([O-])=O.[Cs+].[Cs+] (cesium carbonate), C(C#C)Br (Propargyl bromide). Run in O (water), CN(C)C=O (DMF). Conditions: time 8 hour. Product: NC1=NC=2C=C(C=CC2C2=C1N=C(N2CC(C)(O)C)COCC)OCC#C (1-[4-amino-2-ethoxymethyl-7-(prop-2-ynyloxy)-1H-imidazo[4,5-c]quinolin-1-yl]-2-methylpropan-2-ol). Yield: 68.8%. Reaction SMILES: [NH2:1][C:2]1[C:11]2[N:12]=[C:13]([CH2:20][O:21][CH2:22][CH3:23])[N:14]([CH2:15][C:16]([OH:19])([CH3:18])[CH3:17])[C:10]=2[C:9]2[CH:8]=[CH:7][C:6]([OH:24])=[CH:5][C:4]=2[N:3]=1.C(=O)([O-])[O-].[Cs+].[Cs+].[CH2:31](Br)[C:32]#[CH:33].C(=O)([O-])[O-].[K+].[K+]>O.CN(C=O)C>[NH2:1][C:2]1[C:11]2[N:12]=[C:13]([CH2:20][O:21][CH2:22][CH3:23])[N:14]([CH2:15][C:16]([CH3:18])([OH:19])[CH3:17])[C:10]=2[C:9]2[CH:8]=[CH:7][C:6]([O:24][CH2:33][C:32]#[CH:31])=[CH:5][C:4]=2[N:3]=1 |f:1.2.3,5.6.7|. Procedure: 4-Amino-2-ethoxymethyl-1-(2-hydroxy-2-methylpropyl)-1H-imidazo[4,5-c]quinolin-7-ol (2.35 g, 7.1 mmol), cesium carbonate (4.6 g, 14.2 mmol), and DMF (50 mL) were combined. Propargyl bromide (80% in toluene, 3.2 g, 21.3 mmol) was added and the reaction was stirred overnight. The reaction was poured into 500 mL of water and solid potassium carbonate was added to keep the mixture basic. A precipitate formed. Filtration of the reaction followed by air drying of the recovered solid provided 1.8 g of 1... Reactants: CC1=CC=C(N)C=C1 (4-Methylaniline), COC1OC(CC1)OC (2,5-dimethoxytetrahydrofuran), C(C)(=O)O (acetic acid). Run in CCCCCC (hexane). Run at temperature -100 celsius. Product: CC1=CC=C(C=C1)N1C=CC=C1 (1-(4-Methylphenyl)pyrrole). Yield: 40.6%. Reaction SMILES: [CH3:1][C:2]1[CH:8]=[CH:7][C:5]([NH2:6])=[CH:4][CH:3]=1.CO[CH:11]1[CH2:15][CH2:14][CH:13](OC)O1.C(O)(=O)C>CCCCCC>[CH3:1][C:2]1[CH:8]=[CH:7][C:5]([N:6]2[CH:11]=[CH:15][CH:14]=[CH:13]2)=[CH:4][CH:3]=1. Procedure details: The title compound was prepared in analogy to the procedure described in European Patent Application 480204. 4-Methylaniline (30 g, 280 mmol), 2,5-dimethoxytetrahydrofuran (22 g, 166 mmol) and acetic acid (200 mL) were combined under a nitrogen atmosphere and heated at -100° C. for 90 minutes. The solvent was removed under reduced pressure and the residue obtained suspended in hexane and filtered. The filtrate was passed through a pad of silica gel and concentrated in vacuo. The residue obtained... The reactants are [BH4-].[Na+] (Sodium tetrahydroborate), ClC=1C=C(C(=O)OCC)C=C(N1)C(F)(F)F (ethyl 2-chloro-6-(trifluoromethyl)isonicotinate). Solvent: C(C)O (ethanol). Conditions: temperature 0 celsius, time 1 hour. Yields the product ClC1=NC(=CC(=C1)CO)C(F)(F)F ([2-Chloro-6-(trifluoromethyl)pyridin-4-yl]methanol). Reaction SMILES: [BH4-].[Na+].[Cl:3][C:4]1[CH:5]=[C:6]([CH:12]=[C:13]([C:15]([F:18])([F:17])[F:16])[N:14]=1)[C:7](OCC)=[O:8]>C(O)C>[Cl:3][C:4]1[CH:5]=[C:6]([CH2:7][OH:8])[CH:12]=[C:13]([C:15]([F:16])([F:17])[F:18])[N:14]=1 |f:0.1|. Procedure details: Sodium tetrahydroborate (74 mg, 2.0 mmol) was added to a solution of ethyl 2-chloro-6-(trifluoromethyl)isonicotinate (0.50 g, 2.0 mmol, Anichem) in ethanol (17 mL) at 0° C. The mixture was stirred at 0° C. for one hour, then was allowed to warm to room temperature and stir for 2 hours. The mixture was recooled in an ice bath and was quenched by the dropwise addition of 4.0 mL 1N HCl. The pH was then adjusted to 7 by the addition of saturated sodium bicarbonate solution. The reaction was further ... Procedure details: Prepared from 2-(2-tert-butyldimethylsiloxyethyl)-3,4-dihydro-3-oxo-2H-1,4-benzoxazine by Methods F and G, alkylating with 5-chloro-2-(chloromethyl)thiophene and was isolated in 83% overall yield as a light yellow viscous oil after flash chromatography using 30-50% EtOAc in hexane; IR (CHCl3) 3418, 2943, 1677, 1500, 1400, 1278, 1062, 750 cm-1 ; 1H NMR (CDCl3) δ 2.11-2.32 (m, 3H), 3.89 (q, J=5.4 Hz, 2H), 4.78 (dd, J=7.6, 5.5 Hz, 1H), 5.15 (ABq, JAB =16.0 Hz, 2H), 6.74 (d, J=3.7 Hz, 1H), 6.84 (d, ... Reactants: O([Si](C)(C)C(C)(C)C)CCC1OC2=C(NC1=O)C=CC=C2 (2-(2-tert-butyldimethylsiloxyethyl)-3,4-dihydro-3-oxo-2H-1,4-benzoxazine), C(Cl)(Cl)Cl (CHCl3), ClC1=CC=C(S1)CCl (5-chloro-2-(chloromethyl)thiophene), CCOC(=O)C (EtOAc). Reaction SMILES: [O:1]([CH2:9][CH2:10][CH:11]1[C:16](=[O:17])[NH:15][C:14]2[CH:18]=[CH:19][CH:20]=[CH:21][C:13]=2[O:12]1)[Si](C(C)(C)C)(C)C.[Cl:22][C:23]1[S:27][C:26]([CH2:28]Cl)=[CH:25][CH:24]=1.CCOC(C)=O.C(Cl)(Cl)Cl>CCCCCC.O>[Cl:22][C:23]1[S:27][C:26]([CH2:28][N:15]2[C:14]3[CH:18]=[CH:19][CH:20]=[CH:21][C:13]=3[O:12][CH:11]([CH2:10][CH2:9][OH:1])[C:16]2=[O:17])=[CH:25][CH:24]=1. Yields the product ClC1=CC=C(S1)CN1C(C(OC2=C1C=CC=C2)CCO)=O (4-(5-Chloro-2-thienylmethyl)-3,4-dihydro-2-(2-hydroxyethyl)-3-oxo-2H-1,4-benzoxazine). Run in CCCCCC (hexane), O (H2O).